Dataset: the Open Reaction Database (ORD), a public repository of structured organic reaction records. Task: describe an organic reaction: reactants, conditions, products, and yield Reactants: CN(C=O)C (N,N-dimethylformamide), C(C)(C)(C)C1=CC=C(OCC(=O)O)C=C1 ((4-tert-butylphenoxy)acetic acid), Cl.NCC1=CC(=C(C=C1)NS(=O)(=O)C)F (N-[4-(aminomethyl)-2-fluorophenyl]methanesulfonamide hydrochloride), Cl.C(C)N=C=NCCCN(C)C (1-ethyl-3-(3′-dimethylaminopropyl)carbodiimide hydrochloride), 1-hydroxybenzotriazole(HOBt) monohydrate. Solvent: C(C)N(CC)CC (triethylamine). Conditions: time 3 hour. Product: C(C)(C)(C)C1=CC=C(OCC(=O)NCC2=CC(=C(C=C2)NS(=O)(=O)C)F)C=C1 (2-(4-tert-Butylphenoxy)-N{3-fluoro-4-[(methylsulfonyl)amino]benzyl}acetamide). Yield: 722.2%. RXN SMILES: CN(C)C=O.[C:6]([C:10]1[CH:20]=[CH:19][C:13]([O:14][CH2:15][C:16]([OH:18])=O)=[CH:12][CH:11]=1)([CH3:9])([CH3:8])[CH3:7].Cl.[NH2:22][CH2:23][C:24]1[CH:29]=[CH:28][C:27]([NH:30][S:31]([CH3:34])(=[O:33])=[O:32])=[C:26]([F:35])[CH:25]=1.Cl.C(N=C=NCCCN(C)C)C>C(N(CC)CC)C>[C:6]([C:10]1[CH:11]=[CH:12][C:13]([O:14][CH2:15][C:16]([NH:22][CH2:23][C:24]2[CH:29]=[CH:28][C:27]([NH:30][S:31]([CH3:34])(=[O:33])=[O:32])=[C:26]([F:35])[CH:25]=2)=[O:18])=[CH:19][CH:20]=1)([CH3:7])([CH3:8])[CH3:9] |f:2.3,4.5|. Procedure details: To a N,N-dimethylformamide (DMF) (10 ml) solution of (4-tert-butylphenoxy)acetic acid (50 mg, 0.2 mmol) and N-[4-(aminomethyl)-2-fluorophenyl]methanesulfonamide hydrochloride (40.4 mg, 0.2 mmol, J. Med. Chem. 2003, 46, 3116–3126), 1-ethyl-3-(3′-dimethylaminopropyl)carbodiimide hydrochloride (EDC) (112 mg, 0.6 mmol), 1-hydroxybenzotriazole(HOBt) monohydrate (catalytic amount 5 mg) and triethylamine (0.3 ml) were added and the mixture was stirred for 3 hours at ambient temperature. The reaction mi...